From a dataset of the Open Reaction Database (ORD), a public repository of structured organic reaction records. describe an organic reaction: reactants, conditions, products, and yield Starting materials: O[C@@H]1[C@@H](SC2=C(NC1=O)C=CC(=C2)OC2=CC1=C(C=C2)OCO1)C1=CC=C(C=C1)OC ((2S, 3S)-2,3-dihydro-3-hydroxy- 2-(4-methoxyphenyl)-8-(3,4-methylenedioxyphenoxy)-1,5- benzothiazepin-4(5H)-one), Cl.CN(CCCl)C (2-dimethylaminoethyl chloride hydrochloride). Yields the product CN(CCN1C([C@@H]([C@@H](SC2=C1C=CC(=C2)OC2=CC1=C(C=C2)OCO1)C1=CC=C(C=C1)OC)O)=O)C ((2S, 3S)-5-(2-dimethylaminoethyl)-2,3-dihydro- 3-hydroxy-2-(4-methoxyphenyl)-8-(3,4-methylenedioxy- phenoxy)-1,5-benzothiazepin-4(5H)-one). RXN SMILES: [OH:1][C@H:2]1[C:8](=[O:9])[NH:7][C:6]2[CH:10]=[CH:11][C:12]([O:14][C:15]3[CH:20]=[CH:19][C:18]4[O:21][CH2:22][O:23][C:17]=4[CH:16]=3)=[CH:13][C:5]=2[S:4][C@H:3]1[C:24]1[CH:29]=[CH:28][C:27]([O:30][CH3:31])=[CH:26][CH:25]=1.Cl.[CH3:33][N:34]([CH3:38])[CH2:35][CH2:36]Cl>>[CH3:33][N:34]([CH3:38])[CH2:35][CH2:36][N:7]1[C:6]2[CH:10]=[CH:11][C:12]([O:14][C:15]3[CH:20]=[CH:19][C:18]4[O:21][CH2:22][O:23][C:17]=4[CH:16]=3)=[CH:13][C:5]=2[S:4][C@@H:3]([C:24]2[CH:29]=[CH:28][C:27]([O:30][CH3:31])=[CH:26][CH:25]=2)[C@@H:2]([OH:1])[C:8]1=[O:9] |f:1.2|. Reported procedure: Following a procedure similar to that described in Example 11(d). 0.68 g of (2S, 3S)-2,3-dihydro-3-hydroxy- 2-(4-methoxyphenyl)-8-(3,4-methylenedioxyphenoxy)-1,5- benzothiazepin-4(5H)-one [prepared as described in step (c) above] was alkylated with 2-dimethylaminoethyl chloride hydrochloride to afford 0.72 g of the title compound as a gum.